From a dataset of the Open Reaction Database (ORD), a public repository of structured organic reaction records. describe an organic reaction: reactants, conditions, products, and yield Reactants: FC(C(=O)C(F)(F)F)(F)F (hexafluoroacetone), OC(C(=O)O)CC1CCCCC1 (2-hydroxy-3-cyclohexylpropionic acid). Run in C(Cl)Cl.O (methylene chloride water), CS(=O)C (DMSO). Run at time 2 hour. Product: FC(C1(OC(C(O1)=O)CC1CCCCC1)C(F)(F)F)(F)F ([2,2-Bis(trifluoromethyl)-4-oxo-1,3-dioxolan-5-yl]methyl cyclohexane). RXN SMILES: [F:1][C:2]([F:10])([F:9])[C:3]([C:5]([F:8])([F:7])[F:6])=[O:4].O[CH:12]([CH2:16][CH:17]1[CH2:22][CH2:21][CH2:20][CH2:19][CH2:18]1)[C:13]([OH:15])=[O:14]>CS(C)=O.C(Cl)Cl.O>[F:1][C:2]([F:10])([F:9])[C:3]1([C:5]([F:8])([F:7])[F:6])[O:15][C:13](=[O:14])[CH:12]([CH2:16][CH:17]2[CH2:22][CH2:21][CH2:20][CH2:19][CH2:18]2)[O:4]1 |f:3.4|. Procedure details: 2-Hydroxy-3-cyclohexylpropionic acid prepared as described in Step 2 (2.24 g, 13.0 mmol) was treated as described in J.Org. Chem., 1995, 60, 7641-7645 to provide [2,2-Bis(trifluoromethyl)-4-oxo-1,3-dioxolan-5-yl]methyl cyclohexane. Thus, a solution of hexafluoroacetone (27.3 mmol) in DMSO (5 mL) was added to 2-hydroxy-3-cyclohexylpropionic acid and the mixture stirred for 2 hours under a dry ice condenser. The mixture was then diluted with 100 mL of 1:1 methylene chloride/water and the aqueous l...